From a dataset of the Open Reaction Database (ORD), a public repository of structured organic reaction records. describe an organic reaction: reactants, conditions, products, and yield The reactants are N(=O)[O-].[Na+] (sodium nitrite), [I-].[K+] (potassium iodide), FC1=C(C=C(C=C1)N)OC (4-fluoro-3-methoxyphenylamine). Run in O (water), O (water), O (water), S(O)(O)(=O)=O (sulfuric acid). Conditions: time 1 hour. The product is FC1=C(C=C(C=C1)I)OC (1-Fluoro-4-iodo-2-methoxybenzene). The yield is 99.8%. Reaction SMILES: [F:1][C:2]1[CH:7]=[CH:6][C:5](N)=[CH:4][C:3]=1[O:9][CH3:10].N([O-])=O.[Na+].[I-:15].[K+]>O.S(=O)(=O)(O)O>[F:1][C:2]1[CH:7]=[CH:6][C:5]([I:15])=[CH:4][C:3]=1[O:9][CH3:10] |f:1.2,3.4|. Procedure details: Dissolve 4-fluoro-3-methoxyphenylamine (5.0 g, 35 mmol) in water (25 mL) and concentrated sulfuric acid (8 mL). Cool to less than 0° C. in an ice/methanol bath and add sodium nitrite (2.7 g, 39 mmol) dropwise in a solution in water (20 mL) and stir one h. Dissolve potassium iodide (9.9 g, 60 mmol) in water (35 mL) and add dropwise. Warm to room temperature and stir 18 h. Extract with ethyl acetate (300 mL), wash with water (200 mL), saturated aqueous sodium thiosulfate (300 mL), and saturated aq... Reaction SMILES: [C:1]([O:5][C:6]([N:8]1[CH2:13][CH2:12][N:11]([C:14]2[N:22]([CH2:23][C:24]#[C:25][CH3:26])[C:21]3[C:20](=[O:27])[N:19]([CH2:28][CH2:29][C:30]4[CH:35]=[CH:34][CH:33]=[CH:32][CH:31]=4)[C:18](=[O:36])[N:17]([CH2:37][C:38]([O:40]CC)=[O:39])[C:16]=3[N:15]=2)[CH2:10][CH2:9]1)=[O:7])([CH3:4])([CH3:3])[CH3:2].[OH-].[Na+].Cl>C(O)C>[C:1]([O:5][C:6]([N:8]1[CH2:9][CH2:10][N:11]([C:14]2[N:22]([CH2:23][C:24]#[C:25][CH3:26])[C:21]3[C:20](=[O:27])[N:19]([CH2:28][CH2:29][C:30]4[CH:35]=[CH:34][CH:33]=[CH:32][CH:31]=4)[C:18](=[O:36])[N:17]([CH2:37][C:38]([OH:40])=[O:39])[C:16]=3[N:15]=2)[CH2:12][CH2:13]1)=[O:7])([CH3:4])([CH3:2])[CH3:3] |f:1.2|. Conditions: temperature 50 celsius. Yield: 91.8%. Procedure details: A mixture of 4-[7-(2-butynyl)-3-ethoxycarbonylmethyl-1-(2-phenylethyl)-2,6-dioxo-1,2,6,7-tetrahydropurin-8-yl]piperazine-1-carboxylic acid tert-butyl ester (190 mg), ethanol (3 ml), and 1N aqueous sodium hydroxide solution (0.5 ml) was stirred with heating in an oil bath of 50° C. for 2 hours. 1N aqueous hydrochloric acid solution (0.55 ml) was added to the reaction mixture, and the mixture was extracted with ethyl acetate and water. The organic layer was washed with water and saturated brine, d... The solvent is C(C)O (ethanol). The product is C(C)(C)(C)OC(=O)N1CCN(CC1)C1=NC=2N(C(N(C(C2N1CC#CC)=O)CCC1=CC=CC=C1)=O)CC(=O)O (4-[7-(2-Butynyl)-3-carboxymethyl-1-(2-phenylethyl)-2,6-dioxo-1,2,6,7-tetrahydropurin-8-yl]piperazine-1-carboxylic acid tert-butyl ester). The reactants are C(C)(C)(C)OC(=O)N1CCN(CC1)C1=NC=2N(C(N(C(C2N1CC#CC)=O)CCC1=CC=CC=C1)=O)CC(=O)OCC (4-[7-(2-butynyl)-3-ethoxycarbonylmethyl-1-(2-phenylethyl)-2,6-dioxo-1,2,6,7-tetrahydropurin-8-yl]piperazine-1-carboxylic acid tert-butyl ester), [OH-].[Na+] (sodium hydroxide), Cl (hydrochloric acid). The reactants are C(=O)C1=CC=C(O1)S(=O)(=O)O (5-formylfuran-2-sulfonic acid), [Na] (sodium), [Na] (sodium), C(CCC)NO (N-n-butylhydroxylamine). Yields the product C(CCC)[N+](=CC1=CC=C(O1)S(=O)(=O)O)[O-] (N-n-Butyl-α-(2-sulfofuran-5yl)nitrone). Yield: 6.7%. RXN SMILES: [CH:1]([C:3]1[O:7][C:6]([S:8]([OH:11])(=[O:10])=[O:9])=[CH:5][CH:4]=1)=O.[Na].[CH2:13]([NH:17][OH:18])[CH2:14][CH2:15][CH3:16]>>[CH2:13]([N+:17]([O-:18])=[CH:1][C:3]1[O:7][C:6]([S:8]([OH:11])(=[O:10])=[O:9])=[CH:5][CH:4]=1)[CH2:14][CH2:15][CH3:16] |^1:11|. Reported procedure: Following the procedure of Example 1 above and using 5-formylfuran-2-sulfonic acid, sodium salt hydrate and N-n-butylhydroxylamine, the title compound was prepared in 6.7% yield as the sodium salt, m.p. 212.8° C. (dec).